From a dataset of the Open Reaction Database (ORD), a public repository of structured organic reaction records. describe an organic reaction: reactants, conditions, products, and yield Reactants: C(C)NCC (diethylamine), ClCC1=NC(=NO1)C=1N=CN2C1[C@H]1N(C(C3=C2C=CS3)=O)CC1 ((S)-1-(5-chloromethyl-1,2,4-oxadiazol-3-yl)-11,11a-dihydro-8H, 10H-azeto[1,2-a]imidazo[5,1-c]thieno-[3,2-e][1,4]diazepin-8-one). Run in CN(C=O)C (N,N-dimethylformamide). Conditions: time 12 hour. Yields the product C(C)N(CC)CC1=NC(=NO1)C=1N=CN2C1[C@H]1N(C(C3=C2C=CS3)=O)CC1 ((S)-1-(5-diethylaminomethyl-1,2,4-oxadiazol-3-yl)-11,11 a-dihydro-8H, 10H-azeto[1,2-a]imidazo[5,1-c]thieno[3,2-e][1,4]diazepin-8-one). Yield: 30.9%. As a reaction SMILES: [CH2:1]([NH:3][CH2:4][CH3:5])[CH3:2].Cl[CH2:7][C:8]1[O:12][N:11]=[C:10]([C:13]2[N:14]=[CH:15][N:16]3[C:22]4[CH:23]=[CH:24][S:25][C:21]=4[C:20](=[O:26])[N:19]4[CH2:27][CH2:28][C@H:18]4[C:17]=23)[N:9]=1>CN(C)C=O>[CH2:1]([N:3]([CH2:7][C:8]1[O:12][N:11]=[C:10]([C:13]2[N:14]=[CH:15][N:16]3[C:22]4[CH:23]=[CH:24][S:25][C:21]=4[C:20](=[O:26])[N:19]4[CH2:27][CH2:28][C@H:18]4[C:17]=23)[N:9]=1)[CH2:4][CH3:5])[CH3:2]. Procedure details: 0.36 ml (3.45 mmol) of diethylamine was added to a suspension of 400 mg (1.1 5 mmol) of (S)-1-(5-chloromethyl-1,2,4-oxadiazol-3-yl)-11,11a-dihydro-8H, 10H-azeto[1,2-a]imidazo[5,1-c]thieno-[3,2-e][1,4]diazepin-8-one in 10 ml N,N-dimethylformamide and the mixture was stirred at room temperature for 12 hours. The solution was evaporated and the residue was partitioned between methylene chloride and 2N sodium carbonate solution. The aqueous solution was extracted with methylene chloride and the orga... The reactants are CC(C)(C)OC(=O)N[C@H](C=O)CCCC ((S)-2-[N-(2-methyl-2-propyloxycarbonyl)amino]hexanal), CC(C)(C)OC(=O)N[C@H](C=O)CC(C)C ((S)-2-[N-(2-methyl-2-propyloxycarbonyl)amino]-4-methylpentanal). The product is C1(CCCC1)NC(C([C@H](CC(C)C)N)O)=O ((2RS,3S)-N-cyclopentyl-3-amino-2-hydroxy-5-methylhexanamide). Isolated yield 34.0%. RXN SMILES: CC(O[C:6]([NH:8][C@@H:9]([CH2:12][CH2:13][CH2:14][CH3:15])C=O)=[O:7])(C)C.CC(OC([NH:23][C@@H:24]([CH2:27][CH:28]([CH3:30])[CH3:29])[CH:25]=[O:26])=O)(C)C>>[CH:9]1([NH:8][C:6](=[O:7])[CH:25]([OH:26])[C@@H:24]([NH2:23])[CH2:27][CH:28]([CH3:30])[CH3:29])[CH2:12][CH2:13][CH2:14][CH2:15]1. Procedure: The same procedure as in Reference Example 11 was repeated except that the (S)-2-[N-(2-methyl-2-propyloxycarbonyl)amino]hexanal was replaced by 18.64 g of (S)-2-[N-(2-methyl-2-propyloxycarbonyl)amino]-4-methylpentanal, whereby 6.72 g of the captioned (2RS,3S)-N-cyclopentyl-3-amino-2-hydroxy-5-methylhexanamide was obtained in a yield of 34%.